From a dataset of the Open Reaction Database (ORD), a public repository of structured organic reaction records. describe an organic reaction: reactants, conditions, products, and yield The reactants are O=C([O-])O, ClCCl, [Na+], BrP(Br)Br, OCc1ccc(OCc2ccccc2)cc1C(F)(F)F. The product is FC(F)(F)c1cc(OCc2ccccc2)ccc1CBr. As a reaction SMILES: [C:25](=[O:26])([O-:27])[OH:28].[Cl:30][CH2:31][Cl:32].[Na+:29].[P:21]([Br:22])([Br:23])[Br:24].[c:1]1([CH2:7][O:8][c:9]2[cH:10][c:11]([C:17]([F:18])([F:19])[F:20])[c:12]([CH2:15][OH:16])[cH:13][cH:14]2)[cH:2][cH:3][cH:4][cH:5][cH:6]1>>[c:1]1([CH2:7][O:8][c:9]2[cH:10][c:11]([C:17]([F:18])([F:19])[F:20])[c:12]([CH2:15][Br:22])[cH:13][cH:14]2)[cH:2][cH:3][cH:4][cH:5][cH:6]1. The reactants are O (Water), N1=CC(=CC=C1)NC(OCC(Cl)(Cl)Cl)=O (2,2,2-trichloroethyl pyridin-3-ylcarbamate), O1C=C(C=C1)C1=NSC(=N1)N1CCNCC1 (1-[3-(3-furyl)-1,2,4-thiadiazol-5-yl]piperazine), C(C)(C)N(CC)C(C)C (diisopropylethylamine). Solvent: CS(=O)C (dimethyl sulfoxide). Product: O1C=C(C=C1)C1=NSC(=N1)N1CCN(CC1)C(=O)NC=1C=NC=CC1 (4-[3-(3-Furyl)-1,2,4-thiadiazol-5-yl]-N-pyridin-3-ylpiperazine-1-carboxamide). Yield: 28.5%. RXN SMILES: [N:1]1[CH:6]=[CH:5][CH:4]=[C:3]([NH:7][C:8](=[O:15])OCC(Cl)(Cl)Cl)[CH:2]=1.[O:16]1[CH:20]=[CH:19][C:18]([C:21]2[N:25]=[C:24]([N:26]3[CH2:31][CH2:30][NH:29][CH2:28][CH2:27]3)[S:23][N:22]=2)=[CH:17]1.C(N(C(C)C)CC)(C)C.O>CS(C)=O>[O:16]1[CH:20]=[CH:19][C:18]([C:21]2[N:25]=[C:24]([N:26]3[CH2:27][CH2:28][N:29]([C:8]([NH:7][C:3]4[CH:2]=[N:1][CH:6]=[CH:5][CH:4]=4)=[O:15])[CH2:30][CH2:31]3)[S:23][N:22]=2)=[CH:17]1. Procedure: A mixed solution of 2,2,2-trichloroethyl pyridin-3-ylcarbamate (311 mg, 1.15 mmol), 1-[3-(3-furyl)-1,2,4-thiadiazol-5-yl]piperazine (300 mg, 1.27 mmol) and diisopropylethylamine (0.221 ml, 1.27 mmol) in dimethyl sulfoxide (3.8 ml) was stirred at 80° C. for 1 hour and half. Water was poured to the reaction mixture, and the resulting solution was extracted with ethyl acetate. The extract was washed with water and dried over anhydrous magnesium sulfate, and the solvent was distilled off under reduc... Reactants: COc1ccc(Nc2ncnc3[nH]c(-c4ccc(CN5CCOCC5)cc4)cc23)cn1, CCOC(C)=O, ClC(Cl)Cl, [Na+], O=C([O-])O. The product is O=c1ccc(Nc2ncnc3[nH]c(-c4ccc(CN5CCOCC5)cc4)cc23)c[nH]1. Reaction SMILES: [CH3:1][O:2][c:3]1[cH:4][cH:5][c:6]([NH:9][c:10]2[c:11]3[c:12]([n:13][cH:14][n:15]2)[nH:16][c:17](-[c:19]2[cH:20][cH:21][c:22]([CH2:25][N:26]4[CH2:27][CH2:28][O:29][CH2:30][CH2:31]4)[cH:23][cH:24]2)[cH:18]3)[cH:7][n:8]1.[CH3:41][CH2:42][O:43][C:44]([CH3:45])=[O:46].[CH:32]([Cl:33])([Cl:34])[Cl:35].[Na+:40].[O-:36][C:37]([OH:38])=[O:39]>>[O:2]=[c:3]1[cH:4][cH:5][c:6]([NH:9][c:10]2[c:11]3[c:12]([n:13][cH:14][n:15]2)[nH:16][c:17](-[c:19]2[cH:20][cH:21][c:22]([CH2:25][N:26]4[CH2:27][CH2:28][O:29][CH2:30][CH2:31]4)[cH:23][cH:24]2)[cH:18]3)[cH:7][nH:8]1. Reaction SMILES: [CH3:32][OH:33].[CH3:34][CH2:35][O:36][C:37]([CH3:38])=[O:39].[CH:28]([O-:29])=[O:30].[N+:1]([O-:2])(=[O:3])[c:4]1[cH:5][c:6]([CH2:10][C:11](=[O:12])[NH:13][c:14]2[s:15][cH:16][c:17](-[c:19]3[cH:20][nH:21][c:22]4[n:23][cH:24][cH:25][cH:26][c:27]34)[n:18]2)[cH:7][cH:8][cH:9]1.[NH4+:31]>>[NH2:1][c:4]1[cH:5][c:6]([CH2:10][C:11](=[O:12])[NH:13][c:14]2[s:15][cH:16][c:17](-[c:19]3[cH:20][nH:21][c:22]4[n:23][cH:24][cH:25][cH:26][c:27]34)[n:18]2)[cH:7][cH:8][cH:9]1. The product is Nc1cccc(CC(=O)Nc2nc(-c3c[nH]c4ncccc34)cs2)c1. The reactants are CO, CCOC(C)=O, O=C[O-], O=C(Cc1cccc([N+](=O)[O-])c1)Nc1nc(-c2c[nH]c3ncccc23)cs1, [NH4+]. Starting materials: O1C=CC=C1 (furan), ice water, ClCCC(=O)Cl (3-chloropropionyl chloride), [Cl-].[Al+3].[Cl-].[Cl-] (aluminum chloride), [Cl-].[Al+3].[Cl-].[Cl-] (aluminum chloride). The solvent is ClCCCl (DCE), ClCCCl (1,2-dichloroethane). Yields the product ClCCC(=O)C=1OC=CC1 (3-Chloro-1-(2-furanyl)-1-propanone). Yield: 11.0%. As a reaction SMILES: [Cl:1][CH2:2][CH2:3][C:4](Cl)=[O:5].[Cl-].[Al+3].[Cl-].[Cl-].[O:11]1[CH:15]=[CH:14][CH:13]=[CH:12]1>ClCCCl>[Cl:1][CH2:2][CH2:3][C:4]([C:12]1[O:11][CH:15]=[CH:14][CH:13]=1)=[O:5] |f:1.2.3.4|. Reported procedure: At 25°, 3-chloropropionyl chloride (25.4 g, 0.20 mole) was added to a suspension of anhydrous aluminum chloride (27.1 g, 0.20 mole) in 1,2-dichloroethane (DCE). The mixture was stirred until the aluminum chloride had nearly dissolved. This solution was added at 0°-5° during 15 minutes to a solution of furan (13.6 g, 0.2 mole) in 100 ml of DCE. The reaction mixture became very dark and a tan precipitate was deposited. The reaction mixture was then immediately poured into 1 of ice-water. An emulsi... The reactants are CC(C)(C)OC(=O)N1CC=C(C(=O)O)CC1, CC[O-], Nc1ccccc1C(=O)Nc1ccc(Cl)cn1, ClCCl, [Na+], C1CCOC1, c1ccncc1. The product is CC(C)(C)OC(=O)N1CC=C(C(=O)Nc2ccccc2C(=O)Nc2ccc(Cl)cn2)CC1. Reaction SMILES: [C:1](=[O:2])([O:3][C:4]([CH3:5])([CH3:6])[CH3:7])[N:8]1[CH2:9][CH2:10][C:11]([C:14](=[O:15])[OH:16])=[CH:12][CH2:13]1.[CH3:18][CH2:19][O-:20].[Cl:21][c:22]1[cH:23][cH:24][c:25]([NH:28][C:29]([c:30]2[c:31]([NH2:36])[cH:32][cH:33][cH:34][cH:35]2)=[O:37])[n:26][cH:27]1.[Cl:49][CH2:50][Cl:51].[Na+:17].[O:44]1[CH2:45][CH2:46][CH2:47][CH2:48]1.[cH:38]1[cH:39][cH:40][n:41][cH:42][cH:43]1>>[C:1](=[O:2])([O:3][C:4]([CH3:5])([CH3:6])[CH3:7])[N:8]1[CH2:9][CH2:10][C:11]([C:14](=[O:16])[NH:36][c:31]2[c:30]([C:29]([NH:28][c:25]3[cH:24][cH:23][c:22]([Cl:21])[cH:27][n:26]3)=[O:37])[cH:35][cH:34][cH:33][cH:32]2)=[CH:12][CH2:13]1. Reactants: NC=1N(OC(C1)=O)C (3-amino-2-methyl-5(2H)-isoxazolone), C(#N)C=1C=C(C=O)C=CC1 (3-cyanobenzaldehyde), O1CC(CC(C1)=O)=O (2H-pyran-3,5(4H,6H)-dione). The solvent is C(C)O (ethanol). The product is CN1OC(C2=C1NC1=C(C2C=2C=C(C#N)C=CC2)C(COC1)=O)=O (3-(1-methyl-3,5-dioxo-3,4,5,6,8,9-hexahydro-1H-isoxazolo[3,4-b]pyrano[4,3-e]pyridin-4-yl)benzonitrile). Reaction SMILES: [NH2:1][C:2]1[N:3]([CH3:8])[O:4][C:5](=[O:7])[CH:6]=1.[C:9]([C:11]1[CH:12]=[C:13]([CH:16]=[CH:17][CH:18]=1)[CH:14]=O)#[N:10].[O:19]1[CH2:24][C:23](=O)[CH2:22][C:21](=[O:26])[CH2:20]1>C(O)C>[CH3:8][N:3]1[C:2]2[NH:1][C:23]3[CH2:24][O:19][CH2:20][C:21](=[O:26])[C:22]=3[CH:14]([C:13]3[CH:12]=[C:11]([CH:18]=[CH:17][CH:16]=3)[C:9]#[N:10])[C:6]=2[C:5](=[O:7])[O:4]1. Procedure: The product from Example 45A (0.085 g, 0.75 mmol), 3-cyanobenzaldehyde (0.14 g, 0.75 mmol) and 2H-pyran-3,5(4H,6H)-dione (0.085 g, 0.75 mmol) were heated in 2 mL of ethanol for 2 days. The resulting mixture was allowed to cool to ambient temperature and filtered to provide the title compound as the filter cake (0.09 g). 1H NMR (300 MHz, DMSO-d6) δ 3.28 (s, 3H), 4.05 (s, 2H), 4.59 (q, 2H), 4.81 (s, 1H), 7.5 (t, 1H), 7.6 (m, 1H), 7.62 (m, 1H), 7.64 (d,1H), 10.8 (s, 1H); MS (ESI) m/z 322 (M−H)−; An... Reactants: [OH-].[Na+] (sodium hydroxide), Cl.BrC=1C=CC2=C(CN(CCN2CC=2N=CNC2)C(=O)C2=CC=CC3=CC=CC=C23)C1 (7-Bromo-2,3,4,5-tetrahydro-1-(1H-imidazol-4-ylmethyl)-4-(1-naphthalenylcarbonyl)-1H-1,4-benzodiazepine, hydrochloride), [OH-].[Na+] (sodium hydroxide), C(C)(=O)Cl (Acetyl chloride). The solvent is ClCCl (dichloromethane), ClCCl (dichloromethane). Conditions: temperature 0 celsius. The product is C(C)(=O)N1C(CNC2=C(C1)C=C(C=C2)Br)CC2=CC=CC=C2 (4-Acetyl-7-bromo-2,3,4,5-tetrahydro-3-(phenylmethyl)-1H-1,4-benzodiazepine). As a reaction SMILES: Cl.[Br:2][C:3]1[CH:4]=[CH:5][C:6]2[N:12]([CH2:13]C3N=CNC=3)[CH2:11][CH2:10][N:9]([C:19]([C:21]3[C:30]4[C:25](=[CH:26][CH:27]=[CH:28][CH:29]=4)C=CC=3)=O)[CH2:8][C:7]=2[CH:31]=1.[OH-].[Na+].C(Cl)(=[O:36])C>ClCCl>[C:10]([N:9]1[CH2:8][C:7]2[CH:31]=[C:3]([Br:2])[CH:4]=[CH:5][C:6]=2[NH:12][CH2:13][CH:19]1[CH2:21][C:30]1[CH:29]=[CH:28][CH:27]=[CH:26][CH:25]=1)(=[O:36])[CH3:11] |f:0.1,2.3|. Reported procedure: A mixture of Compound B (200 mg, 0.63 mmol), dichloromethane (5 mL), and aqueous sodium hydroxide (1 ml, 1N) was combined and cooled to 0° C. Acetyl chloride (66 mL, 0.94 mmol) was added to the mixture, and after stirring for 2 hour at 0° C. aqueous sodium hydroxide (20 ml, 1N) and dichloromethane (50 mL) were added, followed by extraction with dichloromethane (50 mL). The organic portions were combined, dried (Na2SO4), and concentrated to a crude oil (230 mg, 100%). Starting materials: Cl.CNC1=C(C(=C(C(=C1)C)OC(C)=O)C)C (N-methyl-4-acetoxy-2,3,5-trimethylaniline hydrochloride), C(O)([O-])=O.[Na+] (sodium hydrogencarbonate), [N+](=O)(O)[O-] (nitric acid), ice water. Run at time 10 minute. The product is CNC1=C(C(=C(C(=C1[N+](=O)[O-])C)OC(C)=O)C)C (N-Methyl-4-acetoxy-2,3,5-trimethyl-6-nitroaniline). Reaction SMILES: Cl.[CH3:2][NH:3][C:4]1[CH:9]=[C:8]([CH3:10])[C:7]([O:11][C:12](=[O:14])[CH3:13])=[C:6]([CH3:15])[C:5]=1[CH3:16].[N+:17]([O-])([OH:19])=[O:18].C(=O)([O-])O.[Na+]>>[CH3:2][NH:3][C:4]1[C:9]([N+:17]([O-:19])=[O:18])=[C:8]([CH3:10])[C:7]([O:11][C:12](=[O:14])[CH3:13])=[C:6]([CH3:15])[C:5]=1[CH3:16] |f:0.1,3.4|. Reported procedure: 4.3 g of N-methyl-4-acetoxy-2,3,5-trimethylaniline hydrochloride [prepared as described in step (h) above] were added to ice-cooled concentrated aqueous nitric acid, and the resulting mixture was stirred, whilst ice-cooling, for 10 minutes and then at room temperature for 10 minutes. At the end of this time, the reaction mixture was poured into ice-water and the aqueous mixture was neutralized by the addition of sodium hydrogencarbonate, after which it was extracted with ethyl acetate. The extra...